describe an organic reaction: reactants, conditions, products, and yield From a dataset of the Open Reaction Database (ORD), a public repository of structured organic reaction records. Yields the product C(CCCC)C1CCC(CC1)C1CCC(CC1)CC(=O)Cl (4-(4-pentylcyclohexyl)cyclohexyl acetic acid chloride). Procedure details: A mixture of 50 g (0.17 mol) of 4-(4-pentylcyclohexyl) cyclohexyl acetic acid and 135 Ml of thionyl chloride was heated for 4 hours to reflux. Excess amount of thionyl chloride was separated under a reduced pressure to obtain 4-(4-pentylcyclohexyl)cyclohexyl acetic acid chloride. Starting materials: C(CCCC)C1CCC(CC1)C1CCC(CC1)CC(=O)O (4-(4-pentylcyclohexyl) cyclohexyl acetic acid), S(=O)(Cl)Cl (thionyl chloride). RXN SMILES: [CH2:1]([CH:6]1[CH2:11][CH2:10][CH:9]([CH:12]2[CH2:17][CH2:16][CH:15]([CH2:18][C:19]([OH:21])=O)[CH2:14][CH2:13]2)[CH2:8][CH2:7]1)[CH2:2][CH2:3][CH2:4][CH3:5].S(Cl)([Cl:24])=O>>[CH2:1]([CH:6]1[CH2:11][CH2:10][CH:9]([CH:12]2[CH2:17][CH2:16][CH:15]([CH2:18][C:19]([Cl:24])=[O:21])[CH2:14][CH2:13]2)[CH2:8][CH2:7]1)[CH2:2][CH2:3][CH2:4][CH3:5].